From a dataset of the Open Reaction Database (ORD), a public repository of structured organic reaction records. describe an organic reaction: reactants, conditions, products, and yield Reactants: ice water, Cl (hydrochloric acid), ClC1=NC(=NC(=N1)OCCCCCCCCCCCC)OCCCCCCCCCCCC (2-chloro-4,6-dilauroxy-s-triazine), C1(=CC=CC=C1)C1=C(O)C(=CC(=C1)O)C1=CC=CC=C1 (2,6-diphenyl hydroquinone), [OH-].[Na+] (NaOH). Run in O (water). Yields the product OC1=C(C=C(OC2=NC(=NC(=N2)OCCCCCCCCCCCC)OCCCCCCCCCCCC)C=C1C1=CC=CC=C1)C1=CC=CC=C1 (6-(4-hydroxy-3,5-diphenylphenoxy)-2,4-dilauroxys-triazine). Reaction SMILES: Cl[C:2]1[N:7]=[C:6]([O:8][CH2:9][CH2:10][CH2:11][CH2:12][CH2:13][CH2:14][CH2:15][CH2:16][CH2:17][CH2:18][CH2:19][CH3:20])[N:5]=[C:4]([O:21][CH2:22][CH2:23][CH2:24][CH2:25][CH2:26][CH2:27][CH2:28][CH2:29][CH2:30][CH2:31][CH2:32][CH3:33])[N:3]=1.[C:34]1([C:40]2[CH:46]=[C:45]([OH:47])[CH:44]=[C:43]([C:48]3[CH:53]=[CH:52][CH:51]=[CH:50][CH:49]=3)[C:41]=2[OH:42])[CH:39]=[CH:38][CH:37]=[CH:36][CH:35]=1.[OH-].[Na+].Cl>O>[OH:42][C:41]1[C:40]([C:34]2[CH:39]=[CH:38][CH:37]=[CH:36][CH:35]=2)=[CH:46][C:45]([O:47][C:2]2[N:7]=[C:6]([O:8][CH2:9][CH2:10][CH2:11][CH2:12][CH2:13][CH2:14][CH2:15][CH2:16][CH2:17][CH2:18][CH2:19][CH3:20])[N:5]=[C:4]([O:21][CH2:22][CH2:23][CH2:24][CH2:25][CH2:26][CH2:27][CH2:28][CH2:29][CH2:30][CH2:31][CH2:32][CH3:33])[N:3]=2)=[CH:44][C:43]=1[C:48]1[CH:49]=[CH:50][CH:51]=[CH:52][CH:53]=1 |f:2.3|. Reported procedure: In a 500 ml-three-necked flask 4.8 g (0.01 mole) of the 2-chloro-4,6-dilauroxy-s-triazine prepared above, were mixed with 2.6 g (0.01 mole) of 2,6-diphenyl hydroquinone. After rinsing with nitrogen, 150 ml of acetone were added, followed by adding dropwise, with vigorous stilling, 0.4 g (0.01 mole) of NaOH dissolved in 7 ml of water, at 20° C. The solution then assumed an orange-yellow color, which largely disappeared upon heating the reaction mixture for a longth of time under reflux. After com...